This data is from the Open Reaction Database (ORD), a public repository of structured organic reaction records. The task is: describe an organic reaction: reactants, conditions, products, and yield Reactants: CS(=O)(=O)CC(=O)O, Cl, CN(C(=O)N(C)C1CNCC1c1ccc(F)cc1)c1cc(C(F)(F)F)cc(C(F)(F)F)c1. The product is CN(C(=O)N(C)C1CN(C(=O)CS(C)(=O)=O)CC1c1ccc(F)cc1)c1cc(C(F)(F)F)cc(C(F)(F)F)c1. As a reaction SMILES: [CH3:34][S:35](=[O:36])(=[O:37])[CH2:38][C:39](=[O:40])[OH:41].[ClH:1].[F:2][C:3]([c:4]1[cH:5][c:6]([N:14]([C:15](=[O:16])[N:17]([CH3:18])[CH:19]2[CH2:20][NH:21][CH2:22][CH:23]2[c:24]2[cH:25][cH:26][c:27]([F:30])[cH:28][cH:29]2)[CH3:31])[cH:7][c:8]([C:10]([F:11])([F:12])[F:13])[cH:9]1)([F:32])[F:33]>>[F:2][C:3]([c:4]1[cH:5][c:6]([N:14]([C:15](=[O:16])[N:17]([CH3:18])[CH:19]2[CH2:20][N:21]([C:39]([CH2:38][S:35]([CH3:34])(=[O:36])=[O:37])=[O:40])[CH2:22][CH:23]2[c:24]2[cH:25][cH:26][c:27]([F:30])[cH:28][cH:29]2)[CH3:31])[cH:7][c:8]([C:10]([F:11])([F:12])[F:13])[cH:9]1)([F:32])[F:33].